Dataset: the Open Reaction Database (ORD), a public repository of structured organic reaction records. Task: describe an organic reaction: reactants, conditions, products, and yield Starting materials: C(C1=CC=CC=C1)(=O)Cl (benzoyl chloride), solution, C(CCC)[Li] (butyllithium), C(CCCCCC)OC1CCC(N1)=O (5-n-heptyloxy pyrrolidin-2-one). The solvent is O1CCCC1 (tetra-hydrofuran), CCCCCC (hexane), O1CCCC1 (tetrahydrofuran). RXN SMILES: C([Li])CCC.[CH2:6]([O:13][CH:14]1[NH:18][C:17](=[O:19])[CH2:16][CH2:15]1)[CH2:7][CH2:8][CH2:9][CH2:10][CH2:11][CH3:12].[C:20](Cl)(=[O:27])[C:21]1[CH:26]=[CH:25][CH:24]=[CH:23][CH:22]=1>CCCCCC.O1CCCC1>[C:20]([N:18]1[CH:14]([O:13][CH2:6][CH2:7][CH2:8][CH2:9][CH2:10][CH2:11][CH3:12])[CH2:15][CH2:16][C:17]1=[O:19])(=[O:27])[C:21]1[CH:26]=[CH:25][CH:24]=[CH:23][CH:22]=1. Procedure: 16.5 cm3 of a 15% solution butyllithium in hexane is added at -60° C. to 4.98 g of 5-n-heptyloxy pyrrolidin-2-one in solution in 100 cm3 of tetrahydrofuran. After 20 minutes of agitation at -60° C., 3.5 g of benzoyl chloride in 25 cm3 of tetra-hydrofuran is added at this temperature. Agitation is carried out for 4 hours, allowing the mixture to return to ambient temperature. After concentration at 40° C., the residue is taken up in water, extracted with ether and concentrated to dryness. The res... Conditions: time 20 minute. Product: C(C1=CC=CC=C1)(=O)N1C(CCC1OCCCCCCC)=O (1-benzoyl 5-n-heptyloxy pyrrolidin-2-one). Starting materials: ClC1=CC=C(CN2C(=NC=3N(C(N(C(C23)=O)CCCOC2OCCCC2)=O)C)SCC2=CC(=CC=C2)OC(F)(F)F)C=C1 (7-(4-chlorobenzyl)-3-methyl-1-(3-(tetrahydro-2H-pyran-2-yloxy)propyl)-8-(3-(trifluoromethoxy)benzylthio)-1H-purine-2,6(3H,7H)-dione), OOS(=O)[O-].[K+] (Oxone). Solvent: C1CCOC1 (THF), O (water). Reaction conditions: time 16 hour. Product: ClC1=CC=C(CN2C(=NC=3N(C(N(C(C23)=O)CCCOC2OCCCC2)=O)C)S(=O)CC2=CC(=CC=C2)OC(F)(F)F)C=C1 (7-(4-chlorobenzyl)-3-methyl-1-(3-(tetrahydro-2H-pyran-2-yloxy)propyl)-8-(3-(trifluoromethoxy)benzylsulfinyl)-1H-purine-2,6(3H,7H)-dione). Yield: 84.8%. As a reaction SMILES: [Cl:1][C:2]1[CH:43]=[CH:42][C:5]([CH2:6][N:7]2[C:15]3[C:14](=[O:16])[N:13]([CH2:17][CH2:18][CH2:19][O:20][CH:21]4[CH2:26][CH2:25][CH2:24][CH2:23][O:22]4)[C:12](=[O:27])[N:11]([CH3:28])[C:10]=3[N:9]=[C:8]2[S:29][CH2:30][C:31]2[CH:36]=[CH:35][CH:34]=[C:33]([O:37][C:38]([F:41])([F:40])[F:39])[CH:32]=2)=[CH:4][CH:3]=1.[OH:44]OS([O-])=O.[K+]>C1COCC1.O>[Cl:1][C:2]1[CH:43]=[CH:42][C:5]([CH2:6][N:7]2[C:15]3[C:14](=[O:16])[N:13]([CH2:17][CH2:18][CH2:19][O:20][CH:21]4[CH2:26][CH2:25][CH2:24][CH2:23][O:22]4)[C:12](=[O:27])[N:11]([CH3:28])[C:10]=3[N:9]=[C:8]2[S:29]([CH2:30][C:31]2[CH:36]=[CH:35][CH:34]=[C:33]([O:37][C:38]([F:41])([F:40])[F:39])[CH:32]=2)=[O:44])=[CH:4][CH:3]=1 |f:1.2|. Procedure: To a solution of 7-(4-chlorobenzyl)-3-methyl-1-(3-(tetrahydro-2H-pyran-2-yloxy)propyl)-8-(3-(trifluoromethoxy)benzylthio)-1H-purine-2,6(3H,7H)-dione (60 mg, 0.108 mmol, example 129, step 2) in THF (4 mL) and water (2 mL) was added Oxone (73 mg, 0.119 mmol) at 0° C. The resulting mixture was stirred at room temperature for 16 h. The mixture was quenched with aqueous sodium thiosulfate, partitioned between DCM and water, and the phases were separated. The organic phase was washed with brine, dried... Starting materials: I(=O)(=O)(=O)O (periodic acid), Cr(VI)oxide, ClC1=C(C=C(C(=O)N(C)C2=C(C=CC=C2)OCC(CO)(C)C)C=C1)C=1C=NC(=CC1C#N)C(F)(F)F (4-chloro-3-(4-cyano-6-trifluoromethyl-pyridin-3-yl)-N-[2-(3-hydroxy-2,2-dimethyl-propoxy)-phenyl]-N-methyl-benzamide). Run in CC#N (CH3CN), CC#N (CH3CN). Conditions: temperature 0 celsius, time 15 minute. Product: ClC1=C(C=C(C(=O)N(C2=C(OCC(C(=O)O)(C)C)C=CC=C2)C)C=C1)C=1C=NC(=CC1C#N)C(F)(F)F (3-(2-{[4-chloro-3-(4-cyano-6-trifluoromethyl-pyridin-3-yl)-benzoyl]-methyl-amino}-phenoxy)-2,2-dimethyl-propionic acid). Reaction SMILES: I(O)(=O)(=O)=[O:2].[Cl:6][C:7]1[CH:29]=[CH:28][C:10]([C:11]([N:13]([C:15]2[CH:20]=[CH:19][CH:18]=[CH:17][C:16]=2[O:21][CH2:22][C:23]([CH3:27])([CH3:26])[CH2:24][OH:25])[CH3:14])=[O:12])=[CH:9][C:8]=1[C:30]1[CH:31]=[N:32][C:33]([C:38]([F:41])([F:40])[F:39])=[CH:34][C:35]=1[C:36]#[N:37]>CC#N>[Cl:6][C:7]1[CH:29]=[CH:28][C:10]([C:11]([N:13]([CH3:14])[C:15]2[CH:20]=[CH:19][CH:18]=[CH:17][C:16]=2[O:21][CH2:22][C:23]([CH3:27])([CH3:26])[C:24]([OH:2])=[O:25])=[O:12])=[CH:9][C:8]=1[C:30]1[CH:31]=[N:32][C:33]([C:38]([F:41])([F:39])[F:40])=[CH:34][C:35]=1[C:36]#[N:37]. Procedure details: To periodic acid (68 mg, 0.30 mmol) in CH3CN (200 μL) at 0° C., Cr(VI)oxide (0.7 mg, 0.0073 mmol) was added and the mixture was stirred for 15 min at 0° C. A solution of 4-chloro-3-(4-cyano-6-trifluoromethyl-pyridin-3-yl)-N-[2-(3-hydroxy-2,2-dimethyl-propoxy)-phenyl]-N-methyl-benzamide (29 mg, 0.056 mmol) dissolved in CH3CN (200 μL) was added and the mixture was warmed to rt. After 2 hr at rt, the mixture was filtered, rinsed with CH3CN, concentrated, dissolved in MeOH and purified by prep HPLC ... The reactants are O.[OH-].[Li+] (lithium hydroxide monohydrate), COC(C1=CN=C(C=C1)NCC=1C(=NOC1C)CCCC)=O (6-[(3-butyl-5-methyl-isoxazol-4-ylmethyl)-amino]-nicotinic acid methyl ester), Cl (HCl). Run in O (water), CO (methanol), C(C)OCC (diethylether), C1CCOC1 (THF). Reaction conditions: time 8 hour. The product is C(CCC)C1=NOC(=C1CNC1=NC=C(C(=O)O)C=C1)C (6-[(3-Butyl-5-methyl-isoxazol-4-ylmethyl)-amino]-nicotinic acid). Isolated yield 78.6%. RXN SMILES: C[O:2][C:3](=[O:22])[C:4]1[CH:9]=[CH:8][C:7]([NH:10][CH2:11][C:12]2[C:13]([CH2:18][CH2:19][CH2:20][CH3:21])=[N:14][O:15][C:16]=2[CH3:17])=[N:6][CH:5]=1.O.[OH-].[Li+].Cl>C1COCC1.O.CO.C(OCC)C>[CH2:18]([C:13]1[C:12]([CH2:11][NH:10][C:7]2[CH:8]=[CH:9][C:4]([C:3]([OH:22])=[O:2])=[CH:5][N:6]=2)=[C:16]([CH3:17])[O:15][N:14]=1)[CH2:19][CH2:20][CH3:21] |f:1.2.3|. Procedure details: To a suspension of 6-[(3-butyl-5-methyl-isoxazol-4-ylmethyl)-amino]-nicotinic acid methyl ester (1.09 g, 4.0 mmol) in THF (11 mL) was added a solution of lithium hydroxide monohydrate (302 mg, 7.0 mmol) in water (11 mL) and methanol (11 mL). The resulting mixture was stirred at room temperature overnight. The mixture was acidified to pH 4 with HCl (1 N) and the resulting mixture diluted with diethylether. The aqueous phase was removed and the organic phase triturated with hexane-diethylether to ... The reactants are C(#N)[C@H](CC1=CC=C(C=C1)C=1C=C2CNC(C2=CC1)=O)NC(=O)C1(CCOCC1)NC(OC(C)(C)C)=O ((S)-tert-Butyl 4-(1-cyano-2-(4-(1-oxoisoindolin-5-yl)phenyl)ethylcarbamoyl)tetrahydro-2H-pyran-4-ylcarbamate), N (ammonia). Run in C(=O)O (formic acid), O (water). The product is NC1(CCOCC1)C(=O)N[C@@H](CC1=CC=C(C=C1)C=1C=C2CNC(C2=CC1)=O)C#N ((S)-4-Amino-N-(1-cyano-2-(4-(1-oxoisoindolin-5-yl)phenyl)ethyl)tetrahydro-2H-pyran-4-carboxamide). Yield: 54.6%. Reaction SMILES: [C:1]([C@@H:3]([NH:21][C:22]([C:24]1([NH:30]C(=O)OC(C)(C)C)[CH2:29][CH2:28][O:27][CH2:26][CH2:25]1)=[O:23])[CH2:4][C:5]1[CH:10]=[CH:9][C:8]([C:11]2[CH:12]=[C:13]3[C:17](=[CH:18][CH:19]=2)[C:16](=[O:20])[NH:15][CH2:14]3)=[CH:7][CH:6]=1)#[N:2].N>C(O)=O.O>[NH2:30][C:24]1([C:22]([NH:21][C@H:3]([C:1]#[N:2])[CH2:4][C:5]2[CH:6]=[CH:7][C:8]([C:11]3[CH:12]=[C:13]4[C:17](=[CH:18][CH:19]=3)[C:16](=[O:20])[NH:15][CH2:14]4)=[CH:9][CH:10]=2)=[O:23])[CH2:29][CH2:28][O:27][CH2:26][CH2:25]1. Procedure: (S)-tert-Butyl 4-(1-cyano-2-(4-(1-oxoisoindolin-5-yl)phenyl)ethylcarbamoyl)tetrahydro-2H-pyran-4-ylcarbamate (Example 15, step (ii), 160 mg) was stirred in formic acid (0.5 mL) at 50° C. for 20 min. The reaction mixture was cooled to room temperature and the mixture diluted with water (20 mL). The solution was basified with 0.880 ammonia and extracted into ethyl acetate (100 mL). The extract was dried over magnesium sulfate and concentrated. The crude product was purified by chromatography on si... Reactants: ClC=1C(=CC2=C(SC(C2)CC(C)C)C1Cl)OC (6,7-dichloro-2,3-dihydro-2-isobutyl-5-methoxybenzo[b]thiophene), C(C)(=O)O (acetic acid), B(F)(F)F.CCOCC (boron trifluoride etherate), [OH-].[Na+] (sodium hydroxide). Run in ClCCl (dichloromethane). Reaction conditions: time 30 minute. Product: ClC=1C(=CC2=C(SC(=C2)CC(C)C)C1Cl)OC (6,7-dichloro-5-methoxy-2-isobutylbenzo[b]thiophene). The yield is 81.1%. Reaction SMILES: [Cl:1][C:2]1[C:3]([O:16][CH3:17])=[CH:4][C:5]2[CH2:9][CH:8]([CH2:10][CH:11]([CH3:13])[CH3:12])[S:7][C:6]=2[C:14]=1[Cl:15].C(O)(=O)C.B(F)(F)F.CCOCC.[OH-].[Na+]>ClCCl>[Cl:1][C:2]1[C:3]([O:16][CH3:17])=[CH:4][C:5]2[CH:9]=[C:8]([CH2:10][CH:11]([CH3:13])[CH3:12])[S:7][C:6]=2[C:14]=1[Cl:15] |f:2.3,4.5|. Procedure: A mixture of 18 g of 6,7-dichloro-2,3-dihydro-2-isobutyl-5-methoxybenzo[b]thiophene, 90 ml of glacial acetic acid and 25 ml of boron trifluoride etherate is heated on a steam bath until dissolution occurs and for an additional 30 mins, with stirring. The reaction mixture is poured onto ice and the mixture is basified with 25% sodium hydroxide solution and extracted with ether. The ether extracts are washed with water, sodium bicarbonate solution, water, dried and filtered. Evaporation of the fil... Procedure details: 5.9 g (20.5 mmol) of 7-acetoxy-2-formylamino-3-hydroxy-4-methylene-heptanoic acid ethyl ester are dissolved in 60 ml of dichloromethane, and 1.9 ml (24.6 mmol) of thionyl bromide are added dropwise at room temperature. After one hour, 40 ml of water are added and the mixture is stirred vigorously for 10 minutes. The organic phase is separated off, washed in succession with water, 1N KHCO3 solution and again with water, dried over MgSO4, filtered and concentrated by evaporation. 7-acetoxy-4-bromo... RXN SMILES: [CH2:1]([O:3][C:4](=[O:20])[CH:5]([NH:17][CH:18]=[O:19])[CH:6](O)[C:7](=[CH2:15])[CH2:8][CH2:9][CH2:10][O:11][C:12](=[O:14])[CH3:13])[CH3:2].S(Br)([Br:23])=O.O>ClCCl>[CH2:1]([O:3][C:4](=[O:20])[CH:5]([NH:17][CH:18]=[O:19])[CH:6]=[C:7]([CH2:15][Br:23])[CH2:8][CH2:9][CH2:10][O:11][C:12](=[O:14])[CH3:13])[CH3:2]. The product is C(C)OC(C(C=C(CCCOC(C)=O)CBr)NC=O)=O (7-acetoxy-4-bromomethyl-2-formylamino-hept-3-enoic acid ethyl ester). Conditions: time 1 hour. Reactants: S(=O)(Br)Br (thionyl bromide), C(C)OC(C(C(C(CCCOC(C)=O)=C)O)NC=O)=O (7-acetoxy-2-formylamino-3-hydroxy-4-methylene-heptanoic acid ethyl ester), O (water). Run in ClCCl (dichloromethane).